This data is from the Open Reaction Database (ORD), a public repository of structured organic reaction records. The task is: describe an organic reaction: reactants, conditions, products, and yield Reactants: C(C)OC(C(C(CCC1=CC=C(C=C1)[N+](=O)[O-])=O)CC1=CC=C(C=C1)[N+](=O)[O-])=O (2-(4-nitro-benzyl)-5-(4-nitro-phenyl)-3-oxo-pentanoic acid ethyl ester), Cl (HCl), C1CCOC1 (THF). Solvent: O (H2O). The product is [N+](=O)([O-])C1=CC=C(C=C1)CCC(CCC1=CC=C(C=C1)[N+](=O)[O-])=O (1,5-Bis-(4-nitro-phenyl)-pentan-3-one). RXN SMILES: C(OC(=O)[CH:5]([CH2:19][C:20]1[CH:25]=[CH:24][C:23]([N+:26]([O-:28])=[O:27])=[CH:22][CH:21]=1)[C:6](=[O:18])[CH2:7][CH2:8][C:9]1[CH:14]=[CH:13][C:12]([N+:15]([O-:17])=[O:16])=[CH:11][CH:10]=1)C.Cl.C1COCC1>O>[N+:15]([C:12]1[CH:13]=[CH:14][C:9]([CH2:8][CH2:7][C:6](=[O:18])[CH2:5][CH2:19][C:20]2[CH:25]=[CH:24][C:23]([N+:26]([O-:28])=[O:27])=[CH:22][CH:21]=2)=[CH:10][CH:11]=1)([O-:17])=[O:16]. Reported procedure: A mixture of 2-(4-nitro-benzyl)-5-(4-nitro-phenyl)-3-oxo-pentanoic acid ethyl ester obtained in Example GG (18.2 g, 45.4 mmol), 6N HCl (250 mL), and THF (50 mL) was refluxed for 18 hours and cooled to room temperature. H2O was added, and the solution was extracted with EtOAc. The extracts were combined, washed with brine, dried (MgSO4), and concentrated. The residue was triturated with Et2O and filtered to give the title compound. 1H NMR (CDCl3) δ 2.73 (t, 4 H), 2.96 (t, 4 H), 7.29 (d, 4 H), 8.0... Reactants: ClC1=CC=C(OC2=CC=C3C=COC(=O)C3=C2)C=C1 (7-(4-chlorophenoxy)isocoumarin), NCC=1C=NC=CC1 (3-aminomethylpyridine). Reaction conditions: temperature 180 celsius, time 5 hour. The product is ClC1=CC=C(OC2=CC=C3C=CN(C(C3=C2)=O)CC=2C=NC=CC2)C=C1 (7-(4-chlorophenoxy)-2-(3-pyridylmethyl)-1 (2H)-isoquinolinone). Isolated yield 72.9%. RXN SMILES: [Cl:1][C:2]1[CH:19]=[CH:18][C:5]([O:6][C:7]2[CH:17]=[C:16]3[C:10]([CH:11]=[CH:12]O[C:14]3=[O:15])=[CH:9][CH:8]=2)=[CH:4][CH:3]=1.[NH2:20][CH2:21][C:22]1[CH:23]=[N:24][CH:25]=[CH:26][CH:27]=1>>[Cl:1][C:2]1[CH:3]=[CH:4][C:5]([O:6][C:7]2[CH:17]=[C:16]3[C:10]([CH:11]=[CH:12][N:20]([CH2:21][C:22]4[CH:23]=[N:24][CH:25]=[CH:26][CH:27]=4)[C:14]3=[O:15])=[CH:9][CH:8]=2)=[CH:18][CH:19]=1. Procedure: A mixture of 100 mg of 7-(4-chlorophenoxy)isocoumarin and 377 mg of 3-aminomethylpyridine was heated at 180° C. without solvent under stirring for 5 hours. After finishing the reaction, the mixture was chromatographed on a column of silica gel, eluting with ethyl acetate to give 97 mg of the titled compound. Starting materials: N1CCCCC1 (Piperidine), ClCOC(=O)Cl (chloroformic acid chloromethyl ester). Run in CCCCCC (n-hexane), C(C)(=O)OCC (ethyl acetate). Conditions: time 30 minute. Yields the product ClCOC(=O)N1CCCCC1 (1-[(Chloromethoxy)carbonyl]piperidine). The yield is 89.6%. Reaction SMILES: [NH:1]1[CH2:6][CH2:5][CH2:4][CH2:3][CH2:2]1.[Cl:7][CH2:8][O:9][C:10](Cl)=[O:11]>CCCCCC.C(OCC)(=O)C>[Cl:7][CH2:8][O:9][C:10]([N:1]1[CH2:6][CH2:5][CH2:4][CH2:3][CH2:2]1)=[O:11]. Procedure: Piperidine(1.06 g, 12.5 mmol) was added to a solution of chloroformic acid chloromethyl ester(645 mg, 5 mmol) in n-hexane (15 mL) at 0° C. under argon atmosphere, and the mixture was stirred at the same temperature for 30 minutes. The reaction mixture was diluted with ethyl acetate. After the ethyl acetate solution was washed successively with 1N hydrochloric acid(20 mL), water and brine, dried over anhydrous magnesium sulfate, the solvent was evaporated under reduced pressure to give the title ... Reactants: CC1(OB(OC1(C)C)C1=CSC=C1C)C (4,4,5,5-tetramethyl-2-(4-methyl-thiophen-3-yl)-[1,3,2]dioxaborolane), O (H2O), NaIO4. The solvent is CC(=O)C (acetone). Reaction conditions: time 8 hour. Product: CC=1C(=CSC1)B(O)O (4-Methyl 3-thiophene boronic acid). Isolated yield 35.1%. Reaction SMILES: CC1(C)C(C)(C)[O:5][B:4]([C:9]2[C:13]([CH3:14])=[CH:12][S:11][CH:10]=2)[O:3]1.O>CC(C)=O>[CH3:14][C:13]1[C:9]([B:4]([OH:5])[OH:3])=[CH:10][S:11][CH:12]=1. Reported procedure: A solution of 4,4,5,5-tetramethyl-2-(4-methyl-thiophen-3-yl)-[1,3,2]dioxaborolane (3.69 g, 16.47 mmol) in acetone (30 mL) is treated with H2O (30 mL), followed by NaIO4 (7.05 g, 32.95 mmol). The resulting mixture is stirred at rt overnight. The organic solvent is removed in vacuo. The residue is diluted with H2O (50 mL), extracted with EtOAc ((2×100 mL). The organic extracts are combined, dried with Na2SO4, filtered and concentrated. Purification of the crude material by chromatography gives the... Reactants: CCOC(=O)CCN(C)C(=O)c1ccc(NC(CCCCSC)c2oc3ccc(OC)cc3c2C)cc1, CCO, [Na+], C1CCOC1, [OH-]. The product is COc1ccc2oc(C(CCCCSC)Nc3ccc(C(=O)N(C)CCC(=O)O)cc3)c(C)c2c1. Reaction SMILES: [CH3:1][O:2][c:3]1[cH:4][cH:5][c:6]2[c:7]([c:8]([CH3:36])[c:9]([CH:11]([CH2:12][CH2:13][CH2:14][CH2:15][S:16][CH3:17])[NH:18][c:19]3[cH:20][cH:21][c:22]([C:25](=[O:26])[N:27]([CH2:28][CH2:29][C:30](=[O:31])[O:32][CH2:33][CH3:34])[CH3:35])[cH:23][cH:24]3)[o:10]2)[cH:37]1.[CH3:45][CH2:46][OH:47].[Na+:44].[O:38]1[CH2:39][CH2:40][CH2:41][CH2:42]1.[OH-:43]>>[CH3:1][O:2][c:3]1[cH:4][cH:5][c:6]2[c:7]([c:8]([CH3:36])[c:9]([CH:11]([CH2:12][CH2:13][CH2:14][CH2:15][S:16][CH3:17])[NH:18][c:19]3[cH:20][cH:21][c:22]([C:25](=[O:26])[N:27]([CH2:28][CH2:29][C:30](=[O:31])[OH:32])[CH3:35])[cH:23][cH:24]3)[o:10]2)[cH:37]1. Starting materials: carboxylic acid, C(C)(OCC)(OCC)OCC (triethyl orthoacetate), [N+](=O)([O-])C=1C=NC2=CC=CN=C2C1N (3-nitro[1,5]naphthyridin-4-amine), N1=CC(=C(C2=CC=CC=C12)N)N (quinoline-3,4-diamine), ( 3 ), [N+](=O)([O-])C=1C=NC2=CC=CC=C2C1N (3-nitroquinolin-4-amine), N1=CC(=C(C2=NC=CC=C12)N)N ([1,5]naphthyridine-3,4-diamine). Product: CC=1NC2=C(C=NC=3C=CC=CC23)N1 (2-methyl-1H-imidazo[4,5-c]quinoline), CC=1NC2=C(C=NC=3C=CC=NC23)N1 (2-methyl-1H-imidazo[4,5-c][1,5]naphthyridine). As a reaction SMILES: [N+:1]([C:4]1[CH:5]=[N:6][C:7]2[C:12]([C:13]=1[NH2:14])=[CH:11][CH:10]=[CH:9][CH:8]=2)([O-])=O.[N+]([C:18]1C=NC2C([C:27]=1N)=NC=CC=2)([O-])=O.N1C2C(=CC=CC=2)C(N)=[C:31](N)[CH:30]=1.[N:41]1[C:50]2[C:45](=[N:46][CH:47]=[CH:48][CH:49]=2)[C:44]([NH2:51])=[C:43]([NH2:52])[CH:42]=1.C(OCC)(OCC)(OCC)C>>[CH3:18][C:27]1[NH:14][C:13]2[C:12]3[CH:11]=[CH:10][CH:9]=[CH:8][C:7]=3[N:6]=[CH:5][C:4]=2[N:1]=1.[CH3:30][C:31]1[NH:51][C:44]2[C:45]3[N:46]=[CH:47][CH:48]=[CH:49][C:50]=3[N:41]=[CH:42][C:43]=2[N:52]=1. Reported procedure: In steps (2) and (3) of Reaction Scheme IX, a 3-nitroquinolin-4-amine or 3-nitro[1,5]naphthyridin-4-amine of Formula LXIX is first reduced to a quinoline-3,4-diamine or [1,5]naphthyridine-3,4-diamine of Formula LXX, which is then treated with a carboxylic acid equivalent, such as triethyl orthoacetate, to provide a 2-methyl-1H-imidazo[4,5-c]quinoline or 2-methyl-1H-imidazo[4,5-c][1,5]naphthyridine of Formula LXXI. Steps (2) and (3) of Reaction Scheme IX can be carried out according to the method...